Dataset: the Open Reaction Database (ORD), a public repository of structured organic reaction records. Task: describe an organic reaction: reactants, conditions, products, and yield Reactants: CC1=C(C(=O)O)C=CC=C1 (2-methylbenzoic acid), COC1=C(C=C(C=C1)C)OC (1,2-dimethoxy-4-methylbenzene). Product: COC=1C=C(C(=CC1OC)C)C(=O)C1=C(C=CC=C1)C ((3,4-dimethoxy-6-methylphenyl)-(2-methylphenyl)-methanone). RXN SMILES: [CH3:1][C:2]1[CH:10]=[CH:9][CH:8]=[CH:7][C:3]=1[C:4](O)=[O:5].[CH3:11][O:12][C:13]1[CH:18]=[CH:17][C:16]([CH3:19])=[CH:15][C:14]=1[O:20][CH3:21]>>[CH3:11][O:12][C:13]1[CH:18]=[C:17]([C:4]([C:3]2[CH:7]=[CH:8][CH:9]=[CH:10][C:2]=2[CH3:1])=[O:5])[C:16]([CH3:19])=[CH:15][C:14]=1[O:20][CH3:21]. Reported procedure: By the reaction of 13.6 g (0.1 mol) of 2-methylbenzoic acid with 15.2 g (0.1 mol) of 1,2-dimethoxy-4-methylbenzene, analogously to Example 3(a), there is obtained (3,4-dimethoxy-6-methylphenyl)-(2-methylphenyl)-methanone as a brown resin-like product. Reactants: C1(CCCCC1)N1C[C@H]([C@@H](C1)NC)O (trans-1-cyclohexyl-4-methylamino-3-pyrrolidinol), C([O-])([O-])=O.[K+].[K+] (potassium carbonate), C1(=CC=CC2=CC=CC=C12)C(=O)Cl (1-naphthoyl chloride). Run in C(Cl)Cl (methylene chloride), C(Cl)Cl (methylene chloride). Reaction conditions: time 2 hour. Yields the product Cl.C1(CCCCC1)N1C[C@H]([C@@H](C1)O)N(C(=O)C1=CC=CC2=CC=CC=C12)C (Trans-N-(1-cyclohexyl-4-hydroxypyrrolidin-3-yl)-N-methyl-1-naphthalenecarboxamide Hydrochloride). Isolated yield 56.0%. Reaction SMILES: [CH:1]1([N:7]2[CH2:11][C@@H:10]([NH:12][CH3:13])[C@H:9]([OH:14])[CH2:8]2)[CH2:6][CH2:5][CH2:4][CH2:3][CH2:2]1.C(=O)([O-])[O-].[K+].[K+].[C:21]1([C:31]([Cl:33])=[O:32])[C:30]2[C:25](=[CH:26][CH:27]=[CH:28][CH:29]=2)[CH:24]=[CH:23][CH:22]=1>C(Cl)Cl>[ClH:33].[CH:1]1([N:7]2[CH2:8][C@@H:9]([OH:14])[C@H:10]([N:12]([CH3:13])[C:31]([C:21]3[C:30]4[C:25](=[CH:26][CH:27]=[CH:28][CH:29]=4)[CH:24]=[CH:23][CH:22]=3)=[O:32])[CH2:11]2)[CH2:2][CH2:3][CH2:4][CH2:5][CH2:6]1 |f:1.2.3,6.7|. Procedure: A solution of 10 g (0.05 mole) of trans-1-cyclohexyl-4-methylamino-3-pyrrolidinol in 100 ml of methylene chloride was mixed with 10 g of powdered anhydrous potassium carbonate and stirred while a solution of 10 g (0.05 mole) of 1-naphthoyl chloride in 50 ml of methylene chloride was added dropwise. The mixture was stirred for 2 hrs and then heated at reflux for 24 hrs. After cooling, the mixture was washed with water and the organic fraction was evaporated under vacuum. The residue was chromatog... Starting materials: COCC1=CC2=C(OC(=C2)S(N)(=O)=O)C=C1 (5-methoxymethyl-2-sulfamoylbenzo[b]furan), B(Br)(Br)Br (boron tribromide). Run in C(Cl)Cl (methylene chloride). Run at temperature -30 celsius. Yields the product BrCC1=CC2=C(OC(=C2)S(N)(=O)=O)C=C1 (5-Bromomethyl-2-sulfamoylbenzo[b]furan). Reaction SMILES: CO[CH2:3][C:4]1[CH:16]=[CH:15][C:7]2[O:8][C:9]([S:11](=[O:14])(=[O:13])[NH2:12])=[CH:10][C:6]=2[CH:5]=1.B(Br)(Br)[Br:18]>C(Cl)Cl>[Br:18][CH2:3][C:4]1[CH:16]=[CH:15][C:7]2[O:8][C:9]([S:11](=[O:14])(=[O:13])[NH2:12])=[CH:10][C:6]=2[CH:5]=1. Procedure details: A suspension of 5-methoxymethyl-2-sulfamoylbenzo[b]furan in dry methylene chloride cooled to -30° C. is treated with boron tribromide to provide the title compound. The reactants are crude material, [Br-].[Al+3].[Br-].[Br-] (aluminum bromide), Cl (HCl), COC1C(C2=CC=CC=C2C1)=O (methoxy indanone), ClCCl.C(C)(=O)OCC (dichloromethane ethyl acetate). Solvent: C1=CC=CC=C1 (benzene), C1=CC=CC=C1 (benzene). Product: OC1=CC=C2CC(C(C2=C1)=O)C (6-Hydroxy-2-methyl-1-indanone). Reaction SMILES: [Br-].[Al+3].[Br-].[Br-].C[O:6][CH:7]1[CH2:15]C2[C:9](=[CH:10][CH:11]=[CH:12][CH:13]=2)[C:8]1=O.ClCCl.C([O:23][CH2:24][CH3:25])(=O)C.Cl>C1C=CC=CC=1>[OH:6][C:7]1[CH:15]=[C:25]2[C:10]([CH2:11][CH:12]([CH3:13])[C:24]2=[O:23])=[CH:9][CH:8]=1 |f:0.1.2.3,5.6|. Reported procedure: To a stirred solution of anhydrous aluminum bromide (69.82 g, 0.261 mole) in anhydrous benzene (250 mL) kept under nitrogen is added dropwise over 30 minutes a solution of the methoxy indanone (18 g, 0.102 mole) of Step C, in benzene (60 mL). The mixture is gently refluxed for 3 hours (TLC, dichloromethane-ethyl acetate 8:2, UV), cooled in an ice bath and treated dropwise with 6N-HCl (ca. 200 mL) to decompose the aluminum complex. The aqueous phase is extracted with ether (3 times), the extracts... Product: O1[C@@H]2[C@@H](CC1)C[C@@H](C2)OC(C)=O ((3aS,5S,6aS)-Acetic acid hexahydrocyclopenta[b]-furan-5-yl ester). As a reaction SMILES: [SiH](CC)(CC)CC.B(F)(F)F.[CH3:12][CH2:13][O:14]CC.[O:17]([C@H:25]1[CH2:32][C@H:28]2[O:29][CH2:30][CH2:31][C@@H:27]2[CH2:26]1)[Si](C(C)(C)C)(C)C>C(Cl)Cl>[O:29]1[CH2:30][CH2:31][C@H:27]2[CH2:26][C@H:25]([O:17][C:13](=[O:14])[CH3:12])[CH2:32][C@H:28]12 |f:1.2|. Yield: 58.0%. The reactants are O([Si](C)(C)C(C)(C)C)[C@@H]1C[C@@H]2[C@H](OCC2)C1 ((3aR,5R,6aR)-5-tert-Butyldimethysiloxy-hexahydrocyclopenta[b]furan), bicyclic ether, [SiH](CC)(CC)CC (Et3SiH), B(F)(F)F.CCOCC (BF3.OEt2). The solvent is C(Cl)Cl (CH2Cl2). Procedure details: To the bicyclic ether (228 mg, 1.065 mmol) and Et3SiH (370 mg, 3.196 mmol) in CH2Cl2 (5 mL) at room temperature, was added BF3.OEt2 (450 mg, 3.196 mmol) following the same reaction conditions as described in the synthesis of compound 3 to obtain compound 5 (140 mg, 58% three steps) as an oil. 1H NMR (CDCl3, 200 MHz): δ 5 (m, 1H), 4.5 (m, 1H), 3.95 (m, 1H), 3.74 (m, 1H), 2.7 (m, 1H), 2.1 (m, 3H), 2 (s, 3H), 1.5-1.9 (m, 3H). Reactants: ClC=1C(=NC=C(C1)C(F)(F)F)C1=CC(=C(C=C1)Cl)SCC#C (3-chloro-2-[4-chloro-3-(2-propynylthio)phenyl]-5-trifluoromethylpyridine), ClC=1C(=NC=C(C1)C(F)(F)F)C1=CC(=C(C=C1)Cl)S (3-chloro-2-(4-chloro-3-mercaptophenyl)-5-trifluoromethylpyridine), BrC(C(=O)OCC)C (ethyl 2-bromopropionate). Solvent: COC(C)(C)C (tert-butyl methyl ether). The product is ClC=1C(=NC=C(C1)C(F)(F)F)C1=CC(=C(C=C1)Cl)SC(C)C(=O)OCC (3-Chloro-2-[4-chloro-3-(1-ethoxycarbonylethylthio)phenyl]-5-trifluoromethylpyridine). Yield: 92.3%. RXN SMILES: ClC1C(C2C=CC(Cl)=C(SCC#C)C=2)=NC=C(C(F)(F)F)C=1.[Cl:23][C:24]1[C:25]([C:34]2[CH:39]=[CH:38][C:37]([Cl:40])=[C:36]([SH:41])[CH:35]=2)=[N:26][CH:27]=[C:28]([C:30]([F:33])([F:32])[F:31])[CH:29]=1.Br[CH:43]([CH3:49])[C:44]([O:46][CH2:47][CH3:48])=[O:45]>COC(C)(C)C>[Cl:23][C:24]1[C:25]([C:34]2[CH:39]=[CH:38][C:37]([Cl:40])=[C:36]([S:41][CH:43]([C:44]([O:46][CH2:47][CH3:48])=[O:45])[CH3:49])[CH:35]=2)=[N:26][CH:27]=[C:28]([C:30]([F:32])([F:33])[F:31])[CH:29]=1. Procedure: In a preparation similar to that described above for 3-chloro-2-[4-chloro-3-(2-propynylthio)phenyl]-5-trifluoromethylpyridine, reaction of 2.0 g of 3-chloro-2-(4-chloro-3-mercaptophenyl)-5-trifluoromethylpyridine with 1.11 g of ethyl 2-bromopropionate and extraction of the product with tert-butyl methyl ether afforded 2.4 g (92%) of a colorless oil. The reactants are OC1=CC(=C(C(=C1)C)C=1N=C(SC1)NC(C1=CC=NC=C1)=O)C (N-(4-(4-Hydroxy-2,6-dimethylphenyl)thiazol-2-yl)isonicotinamide), C([O-])([O-])=O.[Cs+].[Cs+] (cesium carbonate), BrC=1C=CC(=NC1)[N+](=O)[O-] (5-bromo-2-nitropyridine). Solvent: CN(C)C=O (DMF). Run at temperature 50 celsius. Product: CC1=C(C(=CC(=C1)OC=1C=NC(=CC1)[N+](=O)[O-])C)C=1N=C(SC1)NC(C1=CC=NC=C1)=O (N-{4-(2,6-Dimethyl-4-(6-nitropyridin-3-yloxy)phenyl)thiazol-2-yl}isonicotinamide). The yield is 66.6%. As a reaction SMILES: [OH:1][C:2]1[CH:7]=[C:6]([CH3:8])[C:5]([C:9]2[N:10]=[C:11]([NH:14][C:15](=[O:22])[C:16]3[CH:21]=[CH:20][N:19]=[CH:18][CH:17]=3)[S:12][CH:13]=2)=[C:4]([CH3:23])[CH:3]=1.C(=O)([O-])[O-].[Cs+].[Cs+].Br[C:31]1[CH:32]=[CH:33][C:34]([N+:37]([O-:39])=[O:38])=[N:35][CH:36]=1>CN(C=O)C>[CH3:8][C:6]1[CH:7]=[C:2]([O:1][C:31]2[CH:36]=[N:35][C:34]([N+:37]([O-:39])=[O:38])=[CH:33][CH:32]=2)[CH:3]=[C:4]([CH3:23])[C:5]=1[C:9]1[N:10]=[C:11]([NH:14][C:15](=[O:22])[C:16]2[CH:21]=[CH:20][N:19]=[CH:18][CH:17]=2)[S:12][CH:13]=1 |f:1.2.3|. Procedure details: A solution of 5-3 (1.92 g, 5.91 mmol) in DMF (15 mL) was added with cesium carbonate (2.41 g, 7.39 mmol). The reaction mixture was heated at 50° C. for 60 min and added with 5-bromo-2-nitropyridine (24-1, 1.80 g). The reaction mixture was heated at 50° C. for 4.0 h. The solution was quenched with water (40 mL) and the mixture was extracted with ethyl acetate. The organic layer was washed with saturated brine and dried over anhydrous magnesium sulfate. The solvent was evaporated under reduced pre...